This data is from the Open Reaction Database (ORD), a public repository of structured organic reaction records. The task is: describe an organic reaction: reactants, conditions, products, and yield Reactants: CCO, O=C(O)c1cc2ccccc2n1-c1ccc([N+](=O)[O-])cc1, NN, [Ni]. Yields the product Nc1ccc(-n2c(C(=O)O)cc3ccccc32)cc1. RXN SMILES: [CH3:24][CH2:25][OH:26].[N+:1]([O-:2])(=[O:3])[c:4]1[cH:5][cH:6][c:7](-[n:10]2[c:11]([C:19](=[O:20])[OH:21])[cH:12][c:13]3[cH:14][cH:15][cH:16][cH:17][c:18]23)[cH:8][cH:9]1.[NH2:22][NH2:23].[Ni:27]>>[NH2:1][c:4]1[cH:5][cH:6][c:7](-[n:10]2[c:11]([C:19](=[O:20])[OH:21])[cH:12][c:13]3[cH:14][cH:15][cH:16][cH:17][c:18]23)[cH:8][cH:9]1.